This data is from the Open Reaction Database (ORD), a public repository of structured organic reaction records. The task is: describe an organic reaction: reactants, conditions, products, and yield Reactants: C(C1=CC=CC=C1)=NC1[C@@H]2N(C(=C(CS2)C=CCCl)C(=O)OC(C2=CC=CC=C2)C2=CC=CC=C2)C1=O (Diphenylmethyl 7-Benzylideneamino-3-(3-chloro-1-propen-1-yl)-3-cephem-4-carboxylate), C(C)(=O)O (acetic acid), 7, Girard Reagent T. The solvent is C(C)(=O)OCC (ethyl acetate), CO (CH3OH). Conditions: temperature 5 celsius, time 30 minute. Product: NC1[C@@H]2N(C(=C(CS2)C=CCCl)C(=O)OC(C2=CC=CC=C2)C2=CC=CC=C2)C1=O (Diphenylmethyl 7-Amino-3-(3-chloro-1-propen-1-yl)-3-cephem-4-carboxylate). Yield: 97.0%. As a reaction SMILES: C(=[N:8][CH:9]1[C:36](=[O:37])[N:11]2[C:12]([C:20]([O:22][CH:23]([C:30]3[CH:35]=[CH:34][CH:33]=[CH:32][CH:31]=3)[C:24]3[CH:29]=[CH:28][CH:27]=[CH:26][CH:25]=3)=[O:21])=[C:13]([CH:16]=[CH:17][CH2:18][Cl:19])[CH2:14][S:15][C@H:10]12)C1C=CC=CC=1.C(O)(=O)C>C(OCC)(=O)C.CO>[NH2:8][CH:9]1[C:36](=[O:37])[N:11]2[C:12]([C:20]([O:22][CH:23]([C:30]3[CH:31]=[CH:32][CH:33]=[CH:34][CH:35]=3)[C:24]3[CH:25]=[CH:26][CH:27]=[CH:28][CH:29]=3)=[O:21])=[C:13]([CH:16]=[CH:17][CH2:18][Cl:19])[CH2:14][S:15][C@H:10]12. Procedure details: A solution of XVII from Preparation No. 7 (180 mg, 0.34 mmole) in ethyl acetate (10 ml) was added to a solution of Girard Reagent T [(carboxymethyl)trimethylammonium chloride hydrazide] (251 mg, 1.5 mmole) in CH3OH (10 ml) containing acetic acid (0.25 ml), at 5° C. After stirring for 30 minutes at 5° C., the mixture was concentrated to remove the CH3OH and then ethyl acetate (20 ml) was added. The ethyl acetate solution was washed with H2O (2×5 ml), saturated aqueous NaHCO3 (5 ml) and brine (5 m... The reactants are O=C(c1cccnc1)c1cc(Cl)ccc1NS(=O)(=O)c1ccc(Br)c(F)c1, CC1CNCC(C)O1, [K+], [K+], [K+], CN(C)C=O, O=P([O-])([O-])[O-]. The product is CC1CN(c2ccc(S(=O)(=O)Nc3ccc(Cl)cc3C(=O)c3cccnc3)cc2F)CC(C)O1. Reaction SMILES: [Br:1][c:2]1[c:3]([F:27])[cH:4][c:5]([S:8](=[O:9])(=[O:10])[NH:11][c:12]2[c:13]([C:19](=[O:20])[c:21]3[cH:22][n:23][cH:24][cH:25][cH:26]3)[cH:14][c:15]([Cl:18])[cH:16][cH:17]2)[cH:6][cH:7]1.[CH3:36][CH:37]1[O:38][CH:39]([CH3:43])[CH2:40][NH:41][CH2:42]1.[K+:33].[K+:34].[K+:35].[O:44]=[CH:45][N:46]([CH3:47])[CH3:48].[P:28]([O-:29])([O-:30])([O-:31])=[O:32]>>[c:2]1([N:41]2[CH2:40][CH:39]([CH3:43])[O:38][CH:37]([CH3:36])[CH2:42]2)[c:3]([F:27])[cH:4][c:5]([S:8](=[O:9])(=[O:10])[NH:11][c:12]2[c:13]([C:19](=[O:20])[c:21]3[cH:22][n:23][cH:24][cH:25][cH:26]3)[cH:14][c:15]([Cl:18])[cH:16][cH:17]2)[cH:6][cH:7]1. RXN SMILES: [C:19]([CH3:20])(=[O:21])[c:22]1[cH:23][c:24]2[c:25]([n:26](-[c:29]3[cH:30][c:31]([Br:35])[cH:32][cH:33][cH:34]3)[cH:27][n:28]2)[cH:36][cH:37]1.[CH2:1]([Sn:2]([CH2:3][CH2:4][CH2:5][CH3:11])([c:6]1[s:7][cH:8][cH:9][n:10]1)[CH2:12][CH2:13][CH2:14][CH3:15])[CH2:16][CH2:17][CH3:18].[CH2:38]1[O:39][CH2:40][CH2:41][CH2:42]1.[Pd:43]([Cl:44])[Cl:45].[c:46]1([P:47]([c:48]2[cH:49][cH:50][cH:51][cH:52][cH:53]2)[c:54]2[cH:55][cH:56][cH:57][cH:58][cH:59]2)[cH:60][cH:61][cH:62][cH:63][cH:64]1.[c:65]1([P:66]([c:67]2[cH:68][cH:69][cH:70][cH:71][cH:72]2)[c:73]2[cH:74][cH:75][cH:76][cH:77][cH:78]2)[cH:79][cH:80][cH:81][cH:82][cH:83]1>>[c:6]1(-[c:31]2[cH:30][c:29](-[n:26]3[c:25]4[c:24]([cH:23][c:22]([C:19]([CH3:20])=[O:21])[cH:37][cH:36]4)[n:28][cH:27]3)[cH:34][cH:33][cH:32]2)[s:7][cH:8][cH:9][n:10]1. Starting materials: CC(=O)c1ccc2c(c1)ncn2-c1cccc(Br)c1, CCCC[Sn](CCCC)(CCCC)c1nccs1, C1CCOC1, Cl[Pd]Cl, c1ccc(P(c2ccccc2)c2ccccc2)cc1, c1ccc(P(c2ccccc2)c2ccccc2)cc1. The product is CC(=O)c1ccc2c(c1)ncn2-c1cccc(-c2nccs2)c1.